Dataset: the Open Reaction Database (ORD), a public repository of structured organic reaction records. Task: describe an organic reaction: reactants, conditions, products, and yield Isolated yield 88.1%. Conditions: time 1 hour. RXN SMILES: [Br:1][C:2]1[C:3]([CH3:9])=[C:4]([NH2:8])[CH:5]=[CH:6][CH:7]=1.CCN(C(C)C)C(C)C.[C:19](Cl)(=[O:21])[CH3:20]>>[Br:1][C:2]1[C:3]([CH3:9])=[C:4]([NH:8][C:19](=[O:21])[CH3:20])[CH:5]=[CH:6][CH:7]=1. Yields the product BrC=1C(=C(C=CC1)NC(C)=O)C (N-(3-Bromo-2-methyl-phenyl)-acetamide). Procedure details: A solution of 3-bromo-2-methyl-phenylamine (4.1 g, 21.9 mmol) was treated with DIEA (8.4 mL, 48 mmol) and chilled to zero degrees. Acetyl chloride (1.7 mL, 24.1 mmol) was added dropwise via syringe. Reaction was allowed to return to room temperature and stir for 1 hour. Reaction was then poured onto water and washed once. Organic phase was evaporated to off-white solids. Trituration with hexanes afforded title compound as white solids (4.4 g, 89%). Reactants: BrC=1C(=C(C=CC1)N)C (3-bromo-2-methyl-phenylamine), CCN(C(C)C)C(C)C (DIEA), C(C)(=O)Cl (Acetyl chloride). The reactants are C=C=O, ClCCl, COc1cc(C)nc(NC(=O)NS(=O)(=O)c2ccccc2N)n1, O. The product is COc1cc(C)nc(NC(=O)NS(=O)(=O)c2ccccc2NC(C)=O)n1. Reaction SMILES: [CH2:24]=[C:25]=[O:26].[Cl:28][CH2:29][Cl:30].[NH2:1][c:2]1[c:3]([S:8](=[O:9])(=[O:10])[NH:11][C:12](=[O:13])[NH:14][c:15]2[n:16][c:17]([CH3:23])[cH:18][c:19]([O:21][CH3:22])[n:20]2)[cH:4][cH:5][cH:6][cH:7]1.[OH2:27]>>[NH:1]([c:2]1[c:3]([S:8](=[O:9])(=[O:10])[NH:11][C:12](=[O:13])[NH:14][c:15]2[n:16][c:17]([CH3:23])[cH:18][c:19]([O:21][CH3:22])[n:20]2)[cH:4][cH:5][cH:6][cH:7]1)[C:25]([CH3:24])=[O:26]. The reactants are ClC1=NC=CC(=C1)C(F)(F)F (2-chloro-4-(trifluoromethyl)pyridine), O[C@@H]1[C@H](CCC1)NC(C1=C(C=CC=C1)N1N=CC=N1)=O (N-[(1S,2S)-2-hydroxycyclopentyl]-2-(2H-1,2,3-triazol-2-yl)benzamide), O[C@@H]1[C@H](CCC1)NC(C1=C(C=CC=C1)N1N=CC=N1)=O (N-[(1S,2S)-2-hydroxycyclopentyl]-2-(2H-1,2,3-triazol-2-yl)benzamide), [H-].[Na+] (sodium hydride). Run in CN(C)C=O (DMF), CN(C)C=O (DMF). Conditions: time 17 hour. Product: N=1N(N=CC1)C1=C(C(=O)N[C@@H]2[C@H](CCC2)OC2=NC=CC(=C2)C(F)(F)F)C=CC=C1 (2-(2H-1,2,3-Triazol-2-yl)-N-[(1S,2S)-2-{[4-(trifluoromethyl)pyridin-2-yl]oxy}cyclopentyl]benzamide). Reaction SMILES: [OH:1][C@H:2]1[CH2:6][CH2:5][CH2:4][C@@H:3]1[NH:7][C:8](=[O:20])[C:9]1[CH:14]=[CH:13][CH:12]=[CH:11][C:10]=1[N:15]1[N:19]=[CH:18][CH:17]=[N:16]1.[H-].[Na+].Cl[C:24]1[CH:29]=[C:28]([C:30]([F:33])([F:32])[F:31])[CH:27]=[CH:26][N:25]=1>CN(C=O)C>[N:19]1[N:15]([C:10]2[CH:11]=[CH:12][CH:13]=[CH:14][C:9]=2[C:8]([NH:7][C@H:3]2[CH2:4][CH2:5][CH2:6][C@@H:2]2[O:1][C:24]2[CH:29]=[C:28]([C:30]([F:33])([F:32])[F:31])[CH:27]=[CH:26][N:25]=2)=[O:20])[N:16]=[CH:17][CH:18]=1 |f:1.2|. Reported procedure: To a solution of N-[(1S,2S)-2-hydroxycyclopentyl]-2-(2H-1,2,3-triazol-2-yl)benzamide (Intermediate 11; 200 mg, 0.73 mmol) in dry DMF (1.2 ml) was added sodium hydride (60% dispersion in mineral oil, 29.4 mg, 0.73 mmol). To this was then added 2-chloro-4-(trifluoromethyl)pyridine (CAS number 81565-18-6; 133 mg, 0.73 mmol) as a solution in dry DMF (1.2 ml). The reaction was stirred at room temperature for 17 hours and was then partitioned between ethyl acetate and water. The organics were washed w... Reactants: COCCOC(=O)CC(C)=O, C1CCNCC1, CC(=O)O, CC(C)O, O=Cc1ccccc1F. The product is COCCOC(=O)C(=Cc1ccccc1F)C(C)=O. Reaction SMILES: [C:10]([CH2:11][C:12](=[O:13])[CH3:14])(=[O:15])[O:16][CH2:17][CH2:18][O:19][CH3:20].[CH2:21]1[CH2:22][CH2:23][NH:24][CH2:25][CH2:26]1.[CH3:27][C:28](=[O:29])[OH:30].[CH:31]([OH:32])([CH3:33])[CH3:34].[F:1][c:2]1[c:3]([CH:4]=[O:5])[cH:6][cH:7][cH:8][cH:9]1>>[F:1][c:2]1[c:3]([CH:4]=[C:11]([C:10](=[O:15])[O:16][CH2:17][CH2:18][O:19][CH3:20])[C:12](=[O:13])[CH3:14])[cH:6][cH:7][cH:8][cH:9]1. The product is C(C)OC(=O)C=1N(C2=CC=C(C=C2C1CN(C)S(=O)(=O)C)F)CC1=CC=CC2=CC=CC=C12 (5-fluoro-3-[(methanesulfonyl-methyl-amino)-methyl]-1-naphthalen-1-ylmethyl-1H-indole-2-carboxylic acid ethyl ester). Reaction SMILES: [CH2:1]([O:3][C:4]([C:6]1[N:7]([CH2:19][C:20]2[C:29]3[C:24](=[CH:25][CH:26]=[CH:27][CH:28]=3)[CH:23]=[CH:22][CH:21]=2)[C:8]2[C:13]([C:14]=1[CH2:15][NH:16][CH3:17])=[CH:12][C:11]([F:18])=[CH:10][CH:9]=2)=[O:5])[CH3:2].[CH3:30][S:31](Cl)(=[O:33])=[O:32]>>[CH2:1]([O:3][C:4]([C:6]1[N:7]([CH2:19][C:20]2[C:29]3[C:24](=[CH:25][CH:26]=[CH:27][CH:28]=3)[CH:23]=[CH:22][CH:21]=2)[C:8]2[C:13]([C:14]=1[CH2:15][N:16]([S:31]([CH3:30])(=[O:33])=[O:32])[CH3:17])=[CH:12][C:11]([F:18])=[CH:10][CH:9]=2)=[O:5])[CH3:2]. Reported procedure: 5-Fluoro-3-methylaminomethyl-1-naphthalen-1-ylmethyl-1H-indole-2-carboxylic acid ethyl ester (from Example 86.1.) was reacted with methanesulfonyl chloride as described in Example 77.1. to give 5-fluoro-3-[(methanesulfonyl-methyl-amino)-methyl]-1-naphthalen-1-ylmethyl-1H-indole-2-carboxylic acid ethyl ester which was hydrolyzed as described in the general procedure B (Exp. 2.2) to give the title compound as a colorless solid. MS: 439.4 ([M−H]−). Starting materials: C(C)OC(=O)C=1N(C2=CC=C(C=C2C1CNC)F)CC1=CC=CC2=CC=CC=C12 (5-Fluoro-3-methylaminomethyl-1-naphthalen-1-ylmethyl-1H-indole-2-carboxylic acid ethyl ester), CS(=O)(=O)Cl (methanesulfonyl chloride). Reactants: Cl (hydrochloric acid), CC1(COC2(CC[C@@H](C2)C(=O)NC2=C(CC3(CC3)CC2)C(=O)OCC)OC1)C ((S)-ethyl 6-(8,8-dimethyl-6,10-dioxaspiro[4.5]decane-2-carboxamido)spiro[2.5]oct-5-ene-5-carboxylate). The solvent is C(C)O (ethanol). Run at temperature 25 celsius, time 8 hour. The product is O=C1C[C@H](CC1)C(=O)NC1=C(CC2(CC2)CC1)C(=O)OCC ((S)-ethyl 6-(3-oxocyclopentanecarboxamido)spiro[2.5]oct-5-ene-5-carboxylate). Reaction SMILES: CC1(C)CO[C:5]2([CH2:9][C@@H:8]([C:10]([NH:12][C:13]3[CH2:20][CH2:19][C:16]4([CH2:18][CH2:17]4)[CH2:15][C:14]=3[C:21]([O:23][CH2:24][CH3:25])=[O:22])=[O:11])[CH2:7][CH2:6]2)[O:4]C1.Cl>C(O)C>[O:4]=[C:5]1[CH2:6][CH2:7][C@H:8]([C:10]([NH:12][C:13]2[CH2:20][CH2:19][C:16]3([CH2:18][CH2:17]3)[CH2:15][C:14]=2[C:21]([O:23][CH2:24][CH3:25])=[O:22])=[O:11])[CH2:9]1. Reported procedure: To a solution of (S)-ethyl 6-(8,8-dimethyl-6,10-dioxaspiro[4.5]decane-2-carboxamido)spiro[2.5]oct-5-ene-5-carboxylate. (1.5 g, 11.50 mmol) in ethanol (25 ml) was added 1 N hydrochloric acid (7.5 ml) in portion wise manner at 0° C. and the reaction was allowed to stir at 25° C. for overnight. Organic solvent was removed under reduced pressure; the residue was diluted with dichloromethane (50 ml) and water (25 ml). The organic mass was extracted using dichloromethane (3×50 ml). Combined organic la... The reactants are O=C1CCC(=O)N1Br, CCCCCCC, [NH4+], [OH-], O=S(=O)(O)O, c1ccc2cnccc2c1. Yields the product Brc1cccc2cnccc12. RXN SMILES: [Br:16][N:17]1[C:18](=[O:19])[CH2:20][CH2:21][C:22]1=[O:23].[CH3:26][CH2:27][CH2:28][CH2:29][CH2:30][CH2:31][CH3:32].[NH4+:25].[OH-:24].[S:1](=[O:2])(=[O:3])([OH:4])[OH:5].[cH:6]1[cH:7][cH:8][c:9]2[cH:10][n:11][cH:12][cH:13][c:14]2[cH:15]1>>[cH:6]1[cH:7][cH:8][c:9]2[cH:10][n:11][cH:12][cH:13][c:14]2[c:15]1[Br:16].